From a dataset of the Open Reaction Database (ORD), a public repository of structured organic reaction records. describe an organic reaction: reactants, conditions, products, and yield Starting materials: C(=O)N[C@@H](CC(O)=O)C(=O)N[C@@H](CC1=CC=CC=C1)C(=O)O (formyl-α-L-aspartyl-L-phenylalanine). The solvent is Cl (hydrogen chloride), O (water). Run at temperature 15 celsius. Product: N[C@@H](CC(O)=O)C(=O)N[C@@H](CC1=CC=CC=C1)C(=O)O (α-L-aspartyl-L-phenylalanine). As a reaction SMILES: C([NH:3][C@H:4]([C:9]([NH:11][C@H:12]([C:20]([OH:22])=[O:21])[CH2:13][C:14]1[CH:19]=[CH:18][CH:17]=[CH:16][CH:15]=1)=[O:10])[CH2:5][C:6](=[O:8])[OH:7])=O>Cl.O>[NH2:3][C@H:4]([C:9]([NH:11][C@H:12]([C:20]([OH:22])=[O:21])[CH2:13][C:14]1[CH:19]=[CH:18][CH:17]=[CH:16][CH:15]=1)=[O:10])[CH2:5][C:6](=[O:7])[OH:8]. Reported procedure: 45.5 g of formyl-α-L-aspartyl-L-phenylalanine is dissolved in concentrated hydrogen chloride (18.2 ml) and water (141 ml). The mixture is treated at 60° C. for 4 hours to remove the formyl group. 11.7 g of 50% caustic solution is added into the resulting solution and cooled to 15° C. to obtain a precipitate of α-L-aspartyl-L-phenylalanine. After filtration, the precipitate is washed with 10 ml of water at 5° C. and dried to obtain 25.2 g (0.090 mole) of the desired product. The remaining filtrat... Starting materials: O=C([O-])[O-], CC(C)(C)OC(=O)NCCBr, CNCCCN1c2ccccc2CCc2ccccc21, CN(C)C=O, CC(C)=O, [I-], [K+], [K+], [Na+], C1COCCOCCOCCOCCOCCO1. Product: CC(C)(C)OC(=O)NCCNCCCN1c2ccccc2CCc2ccccc21. As a reaction SMILES: [C:21](=[O:22])([O-:23])[O-:24].[C:27](=[O:28])([O:29][C:30]([CH3:31])([CH3:32])[CH3:33])[NH:34][CH2:35][CH2:36][Br:37].[CH3:1][NH:2][CH2:3][CH2:4][CH2:5][N:6]1[c:7]2[cH:8][cH:9][cH:10][cH:11][c:12]2[CH2:13][CH2:14][c:15]2[cH:16][cH:17][cH:18][cH:19][c:20]21.[CH3:58][N:59]([CH3:60])[CH:61]=[O:62].[CH3:63][C:64](=[O:65])[CH3:66].[I-:57].[K+:25].[K+:26].[Na+:56].[O:38]1[CH2:39][CH2:40][O:41][CH2:42][CH2:43][O:44][CH2:45][CH2:46][O:47][CH2:48][CH2:49][O:50][CH2:51][CH2:52][O:53][CH2:54][CH2:55]1>>[CH2:1]([NH:2][CH2:3][CH2:4][CH2:5][N:6]1[c:7]2[cH:8][cH:9][cH:10][cH:11][c:12]2[CH2:13][CH2:14][c:15]2[cH:16][cH:17][cH:18][cH:19][c:20]21)[CH2:35][NH:34][C:27](=[O:28])[O:29][C:30]([CH3:31])([CH3:32])[CH3:33]. Reactants: CC(C)(C)c1ccc(CN)cc1, O=C(O)c1cccc2c([N+](=O)[O-])cccc12. Yields the product CC(C)(C)c1ccc(CNC(=O)c2cccc3c([N+](=O)[O-])cccc23)cc1. RXN SMILES: [C:17]([CH3:18])([CH3:19])([CH3:20])[c:21]1[cH:22][cH:23][c:24]([CH2:25][NH2:26])[cH:27][cH:28]1.[N+:1](=[O:2])([O-:3])[c:4]1[c:5]2[cH:6][cH:7][cH:8][c:9]([C:14](=[O:15])[OH:16])[c:10]2[cH:11][cH:12][cH:13]1>>[N+:1](=[O:2])([O-:3])[c:4]1[c:5]2[cH:6][cH:7][cH:8][c:9]([C:14](=[O:16])[NH:26][CH2:25][c:24]3[cH:23][cH:22][c:21]([C:17]([CH3:18])([CH3:19])[CH3:20])[cH:28][cH:27]3)[c:10]2[cH:11][cH:12][cH:13]1. Reactants: COc1ccc(-n2nc(C3(O)CCC4(CC3)OCCO4)cc2-c2ccc(C)nc2)cc1, Cl, [Na+], C1CCOC1, [OH-]. Yields the product COc1ccc(-n2nc(C3(O)CCC(=O)CC3)cc2-c2ccc(C)nc2)cc1. Reaction SMILES: [CH3:1][O:2][c:3]1[cH:4][cH:5][c:6](-[n:9]2[n:10][c:11]([C:21]3([OH:31])[CH2:22][CH2:23][C:24]4([O:25][CH2:28][CH2:27][O:26]4)[CH2:29][CH2:30]3)[cH:12][c:13]2-[c:14]2[cH:15][n:16][c:17]([CH3:20])[cH:18][cH:19]2)[cH:7][cH:8]1.[ClH:39].[Na+:33].[O:34]1[CH2:35][CH2:36][CH2:37][CH2:38]1.[OH-:32]>>[CH3:1][O:2][c:3]1[cH:4][cH:5][c:6](-[n:9]2[n:10][c:11]([C:21]3([OH:31])[CH2:22][CH2:23][C:24](=[O:25])[CH2:29][CH2:30]3)[cH:12][c:13]2-[c:14]2[cH:15][n:16][c:17]([CH3:20])[cH:18][cH:19]2)[cH:7][cH:8]1. The reactants are Cc1c(F)cccc1Br, C[S-], CN(C)C=O, [Na+], [Na+], [Na+], O=C([O-])[O-]. Yields the product CSc1cccc(Br)c1C. Reaction SMILES: [Br:1][c:2]1[c:3]([CH3:9])[c:4]([F:8])[cH:5][cH:6][cH:7]1.[CH3:10][S-:11].[CH3:19][N:20]([CH3:21])[CH:22]=[O:23].[Na+:12].[Na+:13].[Na+:14].[O-:15][C:16](=[O:17])[O-:18]>>[Br:1][c:2]1[c:3]([CH3:9])[c:4]([S:11][CH3:10])[cH:5][cH:6][cH:7]1. The reactants are CC(Cl)Cl, O=C(O)c1cc(Cl)c(Cl)c(Cl)n1, O=S(Cl)Cl. Product: O=C(Cl)c1cc(Cl)c(Cl)c(Cl)n1. Reaction SMILES: [Cl:17][CH:18]([Cl:19])[CH3:20].[Cl:1][c:2]1[cH:3][c:4]([C:10](=[O:11])[OH:12])[n:5][c:6]([Cl:9])[c:7]1[Cl:8].[S:13]([Cl:14])([Cl:15])=[O:16]>>[Cl:1][c:2]1[cH:3][c:4]([C:10](=[O:12])[Cl:15])[n:5][c:6]([Cl:9])[c:7]1[Cl:8].